Dataset: the Open Reaction Database (ORD), a public repository of structured organic reaction records. Task: describe an organic reaction: reactants, conditions, products, and yield Starting materials: C1(CCCCC1)C=1C=2C=CC(=CC2N2C1C1=C(CN(CC2)C([C@@H]2N(CCC2)C)=O)C=C(C=C1)F)C(=O)OC (methyl 14-cyclohexyl-3-fluoro-6-(1-methyl-D-prolyl)-5,6,7,8-tetrahydroindolo[2,1-a][2,5]benzodiazocine-11-carboxylate), B.C1CCOC1 (BH3.THF), solution, Cl (HCl). Solvent: C1CCOC1 (THF), CCOC(=O)C (EtOAc), CO (MeOH), CO (MeOH). The product is C1(CCCCC1)C=1C=2C=CC(=CC2N2C1C1=C(CN(CC2)C[C@@H]2N(CCC2)C)C=C(C=C1)F)C(=O)OC (methyl 14-cyclohexyl-3-fluoro-6-{[(2R)-1-methylpyrrolidin-2-yl]methyl}-5,6,7,8-tetrahydroindolo[2,1-a][2,5]benzodiazocine-11-carboxylate). Reaction SMILES: [CH:1]1([C:7]2[C:8]3[CH:9]=[CH:10][C:11]([C:35]([O:37][CH3:38])=[O:36])=[CH:12][C:13]=3[N:14]3[CH2:21][CH2:20][N:19]([C:22](=O)[C@H:23]4[CH2:27][CH2:26][CH2:25][N:24]4[CH3:28])[CH2:18][C:17]4[CH:30]=[C:31]([F:34])[CH:32]=[CH:33][C:16]=4[C:15]=23)[CH2:6][CH2:5][CH2:4][CH2:3][CH2:2]1.B.C1COCC1.Cl>C1COCC1.CO.CCOC(C)=O>[CH:1]1([C:7]2[C:8]3[CH:9]=[CH:10][C:11]([C:35]([O:37][CH3:38])=[O:36])=[CH:12][C:13]=3[N:14]3[CH2:21][CH2:20][N:19]([CH2:22][C@H:23]4[CH2:27][CH2:26][CH2:25][N:24]4[CH3:28])[CH2:18][C:17]4[CH:30]=[C:31]([F:34])[CH:32]=[CH:33][C:16]=4[C:15]=23)[CH2:6][CH2:5][CH2:4][CH2:3][CH2:2]1 |f:1.2|. Reported procedure: To a solution of methyl 14-cyclohexyl-3-fluoro-6-(1-methyl-D-prolyl)-5,6,7,8-tetrahydroindolo[2,1-a][2,5]benzodiazocine-11-carboxylate in THF (0.02 M), 3×5 eq of BH3.THF (1 M solution in THF) were added sequentially over a period of 48 h. The solution was allowed to stir at RT and monitored until no starting material was visible by RP-LC-MS. MeOH (0.02 M) and a 1.25 M solution of HCl in MeOH (0.24 M) were added carefully and the mixture heated at reflux for 2 h. The volume of the solution was re... Reactants: N1=C(C=CC=C1)N(C(=O)C1=CC2=C(N(C(=N2)CNC2=CC=C(C=C2)C(NC(=O)OCCCCCC)=N)C)C=C1)CCC(=O)OCC (1-methyl-2-[N-[4-(N-n-hexyloxycarbonylamidino)phenyl]-aminomethyl]-benzimidazol-5-yl-carboxylic acid-N-(2-pyridyl)-N-(2-ethoxycarbonylethyl)-amide), [OH-].[Na+] (sodium hydroxide), C32H37N7O5. Run in ClCCl.CO (dichloromethane methanol). The product is N1=C(C=CC=C1)N(C(=O)C1=CC2=C(N(C(=N2)CNC2=CC=C(C=C2)C(NC(=O)OCCCCCC)=N)C)C=C1)CCC(=O)O (1-Methyl-2-[N-[4-(N-n-hexyloxycarbonylamidino)phenyl]-aminomethyl]-benzimidazol-5-yl-carboxylic acid-N-(2-pyridyl)-N-(2-hydroxycarbonylethyl)-amide). Isolated yield 97.0%. Reaction SMILES: [N:1]1[CH:6]=[CH:5][CH:4]=[CH:3][C:2]=1[N:7]([CH2:40][CH2:41][C:42]([O:44]CC)=[O:43])[C:8]([C:10]1[CH:39]=[CH:38][C:13]2[N:14]([CH3:37])[C:15]([CH2:17][NH:18][C:19]3[CH:24]=[CH:23][C:22]([C:25](=[NH:36])[NH:26][C:27]([O:29][CH2:30][CH2:31][CH2:32][CH2:33][CH2:34][CH3:35])=[O:28])=[CH:21][CH:20]=3)=[N:16][C:12]=2[CH:11]=1)=[O:9].[OH-].[Na+]>ClCCl.CO>[N:1]1[CH:6]=[CH:5][CH:4]=[CH:3][C:2]=1[N:7]([CH2:40][CH2:41][C:42]([OH:44])=[O:43])[C:8]([C:10]1[CH:39]=[CH:38][C:13]2[N:14]([CH3:37])[C:15]([CH2:17][NH:18][C:19]3[CH:20]=[CH:21][C:22]([C:25](=[NH:36])[NH:26][C:27]([O:29][CH2:30][CH2:31][CH2:32][CH2:33][CH2:34][CH3:35])=[O:28])=[CH:23][CH:24]=3)=[N:16][C:12]=2[CH:11]=1)=[O:9] |f:1.2,3.4|. Procedure details: Prepared analogously to Example 26 from 1-methyl-2-[N-[4-(N-n-hexyloxycarbonylamidino)phenyl]-aminomethyl]-benzimidazol-5-yl-carboxylic acid-N-(2-pyridyl)-N-(2-ethoxycarbonylethyl)-amide and sodium hydroxide solution. Yield: 97% of theory, C32H37N7O5 (599.7) Rf value: 0.22 (silica gel; dichloromethane/methanol=9:1) ##EQU123## Starting materials: CN(C)C=O, O=C1CCC(=O)N1Cl, O, O=Cc1cc(-c2ccccc2)n(S(=O)(=O)c2ccc(C(F)(F)F)cc2)c1. Product: O=Cc1cc(-c2ccccc2)n(S(=O)(=O)c2ccc(C(F)(F)F)cc2)c1Cl. RXN SMILES: [CH3:36][N:37]([CH3:38])[CH:39]=[O:40].[Cl:27][N:28]1[C:29](=[O:30])[CH2:31][CH2:32][C:33]1=[O:34].[OH2:35].[c:1]1(-[c:7]2[cH:8][c:9]([CH:25]=[O:26])[cH:10][n:11]2[S:12](=[O:13])(=[O:14])[c:15]2[cH:16][cH:17][c:18]([C:21]([F:22])([F:23])[F:24])[cH:19][cH:20]2)[cH:2][cH:3][cH:4][cH:5][cH:6]1>>[c:1]1(-[c:7]2[cH:8][c:9]([CH:25]=[O:26])[c:10]([Cl:27])[n:11]2[S:12](=[O:13])(=[O:14])[c:15]2[cH:16][cH:17][c:18]([C:21]([F:22])([F:23])[F:24])[cH:19][cH:20]2)[cH:2][cH:3][cH:4][cH:5][cH:6]1. Starting materials: O=C([O-])O, Cc1nc(N2CCCCC2)sc1C, CC#N, O=C1CCC(=O)N1Cl, [Na+]. Yields the product Cc1sc(N2CCCCC2)nc1CCl. RXN SMILES: [C:22](=[O:23])([O-:24])[OH:25].[CH3:1][c:2]1[n:3][c:4]([N:8]2[CH2:9][CH2:10][CH2:11][CH2:12][CH2:13]2)[s:5][c:6]1[CH3:7].[CH3:27][C:28]#[N:29].[Cl:14][N:15]1[C:16](=[O:17])[CH2:18][CH2:19][C:20]1=[O:21].[Na+:26]>>[CH2:1]([c:2]1[n:3][c:4]([N:8]2[CH2:9][CH2:10][CH2:11][CH2:12][CH2:13]2)[s:5][c:6]1[CH3:7])[Cl:14]. The reactants are C1=CC=CC=2C3=CC=CC=C3C(C12)COC(=O)N[C@@H](CCCCN)C(=O)O (Nα-(9-fluorenylmethoxycarbonyl)-L-lysine), C1(=CC=CC2=CC=CC=C12)S(=O)(=O)Cl (1-naphthalenesulfonyl chloride). Product: C1(=CC=CC2=CC=CC=C12)S(=O)(=O)NCCCC[C@H](NC(=O)OCC1C2=CC=CC=C2C=2C=CC=CC12)C(=O)O (Nε-(1-Naphthalenesulfonyl)-Nα-(9-fluorenylmethoxycarbonyl)-L-lysine). Yield: 66.0%. Reaction SMILES: [CH:1]1[C:13]2[CH:12]([CH2:14][O:15][C:16]([NH:18][C@H:19]([C:25]([OH:27])=[O:26])[CH2:20][CH2:21][CH2:22][CH2:23][NH2:24])=[O:17])[C:11]3[C:6](=[CH:7][CH:8]=[CH:9][CH:10]=3)[C:5]=2[CH:4]=[CH:3][CH:2]=1.[C:28]1([S:38](Cl)(=[O:40])=[O:39])[C:37]2[C:32](=[CH:33][CH:34]=[CH:35][CH:36]=2)[CH:31]=[CH:30][CH:29]=1>>[C:28]1([S:38]([NH:24][CH2:23][CH2:22][CH2:21][CH2:20][C@@H:19]([C:25]([OH:27])=[O:26])[NH:18][C:16]([O:15][CH2:14][CH:12]2[C:11]3[CH:10]=[CH:9][CH:8]=[CH:7][C:6]=3[C:5]3[C:13]2=[CH:1][CH:2]=[CH:3][CH:4]=3)=[O:17])(=[O:40])=[O:39])[C:37]2[C:32](=[CH:33][CH:34]=[CH:35][CH:36]=2)[CH:31]=[CH:30][CH:29]=1. Reported procedure: Nα-(9-fluorenylmethoxycarbonyl)-L-lysine was reacted with 1-naphthalenesulfonyl chloride under the conditions used in example 2 giving 66% of the title compound. The reactants are resultant solution, C(C)OC(N(CC1=CC=CC=C1)C1=C(C(=NC(=C1)Cl)N)[N+](=O)[O-])=O ((2-amino-6-chloro-3-nitro-pyridin-4-yl)-benzyl-carbamic acid ethyl ester), [H-].[Na+] (Sodium hydride), COCCO (2-methoxyethanol). Solvent: C1CCOC1 (THF). Reaction conditions: time 1 hour. Product: C(C)OC(N(CC1=CC=CC=C1)C1=C(C(=NC(=C1)OCCOC)N)[N+](=O)[O-])=O ([2-Amino-6-(2-methoxy-ethoxy)-3-nitro-pyridin-4-yl]-benzyl-carbamic acid ethyl ester), crude yellow gum. RXN SMILES: [H-].[Na+].[CH3:3][O:4][CH2:5][CH2:6][OH:7].[CH2:8]([O:10][C:11](=[O:31])[N:12]([C:20]1[CH:25]=[C:24](Cl)[N:23]=[C:22]([NH2:27])[C:21]=1[N+:28]([O-:30])=[O:29])[CH2:13][C:14]1[CH:19]=[CH:18][CH:17]=[CH:16][CH:15]=1)[CH3:9]>C1COCC1>[CH2:8]([O:10][C:11](=[O:31])[N:12]([C:20]1[CH:25]=[C:24]([O:7][CH2:6][CH2:5][O:4][CH3:3])[N:23]=[C:22]([NH2:27])[C:21]=1[N+:28]([O-:30])=[O:29])[CH2:13][C:14]1[CH:19]=[CH:18][CH:17]=[CH:16][CH:15]=1)[CH3:9] |f:0.1|. Reported procedure: Sodium hydride (21 mg) was added portion-wise to 2-methoxyethanol (0.5 ml). The resultant solution was added drop-wise to a solution of (2-amino-6-chloro-3-nitro-pyridin-4-yl)-benzyl-carbamic acid ethyl ester (100 mg) in THF (1.0 ml). The reaction mixture changed from yellow to deep red/orange solution and was left to stir at RT for 1 h. The orange mixture was concentrated in vacuo then partitioned between EtOAc (10 ml) and saturated NH4Cl solution (10 ml). The layers were separated and the orga... Starting materials: CC(=O)c1ccc(S(=O)(=O)NCc2cccnc2)cc1, NN1CCCCC1. Product: CC(=O)c1ccc(S(=O)(=O)NN2CCCCC2)cc1. RXN SMILES: [C:1]([CH3:2])(=[O:3])[c:4]1[cH:5][cH:6][c:7]([S:10](=[O:11])(=[O:12])[NH:13][CH2:14][c:15]2[cH:16][n:17][cH:18][cH:19][cH:20]2)[cH:8][cH:9]1.[NH2:21][N:22]1[CH2:23][CH2:24][CH2:25][CH2:26][CH2:27]1>>[C:1]([CH3:2])(=[O:3])[c:4]1[cH:5][cH:6][c:7]([S:10](=[O:11])(=[O:12])[NH:13][N:22]2[CH2:23][CH2:24][CH2:25][CH2:26][CH2:27]2)[cH:8][cH:9]1. Reactants: Nc1cccc(Br)c1, O=C(c1ncc[nH]1)c1ncc[nH]1, O=C(O)CC1(C(=O)O)CCSC1, Cc1ccccc1C. Product: O=C1CC2(CCSC2)C(=O)N1c1cccc(Br)c1. As a reaction SMILES: [Br:1][c:2]1[cH:3][c:4]([NH2:8])[cH:5][cH:6][cH:7]1.[C:21]([c:22]1[nH:23][cH:24][cH:25][n:26]1)([c:27]1[nH:28][cH:29][cH:30][n:31]1)=[O:32].[C:9](=[O:10])([CH2:12][C:13]1([C:18]([OH:11])=[O:19])[CH2:14][S:15][CH2:16][CH2:17]1)[OH:20].[c:33]1([CH3:34])[c:35]([CH3:36])[cH:37][cH:38][cH:39][cH:40]1>>[Br:1][c:2]1[cH:3][c:4]([N:8]2[C:9](=[O:10])[CH2:12][C:13]3([CH2:14][S:15][CH2:16][CH2:17]3)[C:18]2=[O:19])[cH:5][cH:6][cH:7]1.